Dataset: the Open Reaction Database (ORD), a public repository of structured organic reaction records. Task: describe an organic reaction: reactants, conditions, products, and yield The reactants are N=1C=C(N2C1SC1=C2CCCCC1)C(C)=O (1-(6,7,8,9-Tetrahydro-5H-cyclohept[d]imidazo[2,1-b]thiazol-3-yl)-ethanone), FC=1C=C(C=O)C=C(C1)F (3,5-difluorobenzaldehyde). The product is FC=1C=C(C=C(C1)F)C=CC(=O)C1=CN=C2SC3=C(N21)CCCCC3 (3-(3,5-Difluorophenyl)-1-(6,7,8,9-tetrahydro-5H-cyclohept[d]imidazo[2,1-b]thiazol-3-yl)-2-propene-1-one). Reaction SMILES: [N:1]1[CH:2]=[C:3]([C:14](=[O:16])[CH3:15])[N:4]2[C:8]3[CH2:9][CH2:10][CH2:11][CH2:12][CH2:13][C:7]=3[S:6][C:5]=12.[F:17][C:18]1[CH:19]=[C:20]([CH:23]=[C:24]([F:26])[CH:25]=1)[CH:21]=O>C1COCC1>[F:17][C:18]1[CH:19]=[C:20]([CH:21]=[CH:15][C:14]([C:3]2[N:4]3[C:5]([S:6][C:7]4[CH2:13][CH2:12][CH2:11][CH2:10][CH2:9][C:8]=43)=[N:1][CH:2]=2)=[O:16])[CH:23]=[C:24]([F:26])[CH:25]=1. Run in C1CCOC1 (THF). Procedure: 1-(6,7,8,9-Tetrahydro-5H-cyclohept[d]imidazo[2,1-b]thiazol-3-yl)-ethanone (Formula N-4, 1.8 g in THF (50 mL) was condensed with 3,5-difluorobenzaldehyde according to non-critical variations in PREPARATION 15 to yield pure 3-(3,5-Difluorophenyl)-1-(6,7,8,9-tetrahydro-5H-cyclohept[d]imidazo[2,1-b]thiazol-3-yl)-2-propene-1-one (Formula N-5, X=3,5-difluoro), 0.51 g, m.p. 207-209°. Starting materials: resultant mixture, CC1=CC(=NC=C1)C(CC)=O (1-(4-methylpyridin-2-yl)propan-1-one), S(=O)(=O)(Cl)Cl (sulfuryl chloride). Run in C(Cl)(Cl)Cl (chloroform), C(Cl)(Cl)Cl (chloroform). Product: ClC(C(=O)C1=NC=CC(=C1)C)C (2-chloro-1-(4-methylpyridin-2-yl)propan-1-one). Reaction SMILES: [CH3:1][C:2]1[CH:7]=[CH:6][N:5]=[C:4]([C:8](=[O:11])[CH2:9][CH3:10])[CH:3]=1.S(Cl)([Cl:15])(=O)=O>C(Cl)(Cl)Cl>[Cl:15][CH:9]([CH3:10])[C:8]([C:4]1[CH:3]=[C:2]([CH3:1])[CH:7]=[CH:6][N:5]=1)=[O:11]. Procedure details: To a stirred solution of 1-(4-methylpyridin-2-yl)propan-1-one (0.9 g) in chloroform (5 ml) was added a solution of sulfuryl chloride (0.533 ml) in chloroform (5 ml) dropwise. The resultant mixture was refluxed for 2 hours and evaporated under reduced pressure. The pH was adjusted to 8.5 with a saturated aqueous sodium hydrogencarbonate solution, and the mixture was extracted with ethyl acetate twice. The combined organic layer was washed with brine, dried over magnesium sulfate and evaporated un...